Dataset: the Open Reaction Database (ORD), a public repository of structured organic reaction records. Task: describe an organic reaction: reactants, conditions, products, and yield Reactants: N#Cc1ccc(N2CCC(=O)CC2)cc1, [BH3-]C#N, CC(=O)O, CO, CC(C)(C)OC(=O)NCCN, [Na+]. The product is CC(C)(C)OC(=O)NCCNC1CCN(c2ccc(C#N)cc2)CC1. As a reaction SMILES: [C:1](#[N:2])[c:3]1[cH:4][cH:5][c:6]([N:9]2[CH2:10][CH2:11][C:12](=[O:15])[CH2:13][CH2:14]2)[cH:7][cH:8]1.[C:31]([BH3-:32])#[N:33].[CH3:27][C:28](=[O:29])[OH:30].[CH3:35][OH:36].[NH2:16][CH2:17][CH2:18][NH:19][C:20]([O:21][C:22]([CH3:23])([CH3:24])[CH3:25])=[O:26].[Na+:34]>>[C:1](#[N:2])[c:3]1[cH:4][cH:5][c:6]([N:9]2[CH2:10][CH2:11][CH:12]([NH:16][CH2:17][CH2:18][NH:19][C:20]([O:21][C:22]([CH3:23])([CH3:24])[CH3:25])=[O:26])[CH2:13][CH2:14]2)[cH:7][cH:8]1.